Dataset: the Open Reaction Database (ORD), a public repository of structured organic reaction records. Task: describe an organic reaction: reactants, conditions, products, and yield Reactants: O=C([O-])[O-], COc1ccc(B(O)O)cc1, CC#N, [K+], [K+], Nc1ncc(Br)cc1C=O, O. Product: COc1ccc(-c2cnc(N)c(C=O)c2)cc1. As a reaction SMILES: [C:22](=[O:23])([O-:24])[O-:25].[CH3:11][O:12][c:13]1[cH:14][cH:15][c:16]([B:19]([OH:20])[OH:21])[cH:17][cH:18]1.[CH3:28][C:29]#[N:30].[K+:26].[K+:27].[NH2:1][c:2]1[c:3]([CH:4]=[O:5])[cH:6][c:7]([Br:10])[cH:8][n:9]1.[OH2:31]>>[NH2:1][c:2]1[c:3]([CH:4]=[O:5])[cH:6][c:7](-[c:16]2[cH:15][cH:14][c:13]([O:12][CH3:11])[cH:18][cH:17]2)[cH:8][n:9]1.